This data is from the Open Reaction Database (ORD), a public repository of structured organic reaction records. The task is: describe an organic reaction: reactants, conditions, products, and yield Starting materials: FC1=CC(=C(C=C1F)C1=CC=C(C=C1)OCC1=CC=C2C=CNC2=C1)OC (6-(4′,5′-difluoro-2′-methoxy-biphenyl-4-yloxymethyl)-1H-indole), [H-].[Na+] (sodium hydride), C(C)OC(\C=C\C)=O ((E)-but-2-enoic acid ethyl ester), C(C)OC(\C=C\C)=O ((E)-but-2-enoic acid ethyl ester). The solvent is CN(C=O)C (dimethylformamide). Conditions: time 18 hour. Yields the product FC1=CC(=C(C=C1F)C1=CC=C(C=C1)OCC1=CC=C2C=CN(C2=C1)C(CC(=O)O)C)OC (3-[6-(4′,5′-difluoro-2′-methoxy-biphenyl-4-yloxymethyl)-indol-1-yl]-butyric acid). Yield: 6.6%. As a reaction SMILES: [F:1][C:2]1[C:7]([F:8])=[CH:6][C:5]([C:9]2[CH:14]=[CH:13][C:12]([O:15][CH2:16][C:17]3[CH:25]=[C:24]4[C:20]([CH:21]=[CH:22][NH:23]4)=[CH:19][CH:18]=3)=[CH:11][CH:10]=2)=[C:4]([O:26][CH3:27])[CH:3]=1.[H-].[Na+].C([O:32][C:33](=[O:37])/[CH:34]=[CH:35]/[CH3:36])C>CN(C)C=O>[F:1][C:2]1[C:7]([F:8])=[CH:6][C:5]([C:9]2[CH:14]=[CH:13][C:12]([O:15][CH2:16][C:17]3[CH:25]=[C:24]4[C:20]([CH:21]=[CH:22][N:23]4[CH:35]([CH3:36])[CH2:34][C:33]([OH:37])=[O:32])=[CH:19][CH:18]=3)=[CH:11][CH:10]=2)=[C:4]([O:26][CH3:27])[CH:3]=1 |f:1.2|. Procedure details: To 6-(4′,5′-difluoro-2′-methoxy-biphenyl-4-yloxymethyl)-1H-indole (37 mg, 0.10 mmol, 1 eq.) was added dimethylformamide (1 ml), sodium hydride (8 mg of 60% dispersion, 0.2 mmol, 2 eq.) and (E)-but-2-enoic acid ethyl ester (0.025 ml, 0.2 mmol, 2 eq.). The reaction was stirred at room temperature for 18 hr and heated at 50° C. for 2 hr. To the reaction was added more (E)-but-2-enoic acid ethyl ester (0.050 ml, 0.4 mmol, 4 eq.) and the reaction heated at 80° C. for 22 hr. The reaction was partition... The reactants are C(C)(C)[C@]1(C[C@@H](CC1)NC(OC(C)(C)C)=O)C(=O)N1CCC(=CC1)C1=CC=CC=C1 (tert-Butyl {(1R,3S)-3-isopropyl-3-[(4-phenyl-3,6-dihydropyridin-1(2H)-yl)carbonyl]cyclopentyl}carbamate). Solvent: solution, Cl (HCl), CCOCC (ether). Reaction conditions: time 2 hour. The product is C(C)(C)[C@]1(C[C@@H](CC1)N)C(=O)N1CCC(=CC1)C1=CC=CC=C1 ((1R,3S)-3-Isopropyl-3-[(4-phenyl-3,6-dihydropyridin-1(2H)-yl)carbonyl]cyclopentanamine). Isolated yield 97.2%. As a reaction SMILES: [CH:1]([C@:4]1([C:17]([N:19]2[CH2:24][CH:23]=[C:22]([C:25]3[CH:30]=[CH:29][CH:28]=[CH:27][CH:26]=3)[CH2:21][CH2:20]2)=[O:18])[CH2:8][CH2:7][C@@H:6]([NH:9]C(=O)OC(C)(C)C)[CH2:5]1)([CH3:3])[CH3:2]>Cl.CCOCC>[CH:1]([C@:4]1([C:17]([N:19]2[CH2:20][CH:21]=[C:22]([C:25]3[CH:26]=[CH:27][CH:28]=[CH:29][CH:30]=3)[CH2:23][CH2:24]2)=[O:18])[CH2:8][CH2:7][C@@H:6]([NH2:9])[CH2:5]1)([CH3:3])[CH3:2]. Procedure: tert-Butyl {(1R,3S)-3-isopropyl-3-[(4-phenyl-3,6-dihydropyridin-1(2H)-yl)carbonyl]cyclopentyl}carbamate (0.23 g, 0.56 mmol) was dissolved in a 1.0 M solution of HCl in ether (4 mL). After being stirred at room temperature for 2 h, the solution was concentrated to give a colorless oil (170 mg). MS calculated for C20H28N2O: (M+H) 313; found 313.2.